This data is from the Open Reaction Database (ORD), a public repository of structured organic reaction records. The task is: describe an organic reaction: reactants, conditions, products, and yield Reactants: NC1=C(C=C2C(OC(=O)C2=C1)CCCC)[N+](=O)[O-] (6-Amino-3-butyl-5-nitro-phthalide), [H][H] (hydrogen). Reagents/catalysts: [Ni] (Raney nickel). Run in C(C)O (ethanol). Yields the product NC=1C=C2C(OC(=O)C2=CC1N)CCCC (5,6-Diamino-3-butyl-phthalide). RXN SMILES: [NH2:1][C:2]1[CH:11]=[C:10]2[C:5]([CH:6]([CH2:12][CH2:13][CH2:14][CH3:15])[O:7][C:8]2=[O:9])=[CH:4][C:3]=1[N+:16]([O-])=O.[H][H]>C(O)C.[Ni]>[NH2:16][C:3]1[CH:4]=[C:5]2[C:10](=[CH:11][C:2]=1[NH2:1])[C:8](=[O:9])[O:7][CH:6]2[CH2:12][CH2:13][CH2:14][CH3:15]. Procedure details: To a suspension of 3.75 g (15 mmol) of compound obtained in Example 22 in 150 ml of 95% ethanol there is added Raney nickel catalyst to hydrogenate at a hydrogen pressure of 1 kg/cm2. After the absorption of hydrogen has ceased, the catalyst is filtered off, and the filtrate is concentrated to dryness. The residue is crystallised from dilute ethanol, giving the title product. Reactants: ClCCCCC(=O)C1=CC=2CC3=CC(=CC=C3OC2C=C1)C(CCCCCl)=O (2,7-bis(5-chlorovaleryl)-xanthene), [I-].[K+] (potassium iodide), N1CCCCC1 (piperidine). Run in O1CCCC1 (tetrahydrofuran). Run at temperature 100 celsius, time 24 hour. Product: N1(CCCCC1)CCCCC(=O)C1=CC=2CC3=CC(=CC=C3OC2C=C1)C(CCCCN1CCCCC1)=O (2,7-BIS(5-PIPERIDINOVALERYL)XANTHENE). RXN SMILES: Cl[CH2:2][CH2:3][CH2:4][CH2:5][C:6]([C:8]1[CH:21]=[CH:20][C:19]2[O:18][C:17]3[C:12](=[CH:13][C:14]([C:22](=[O:28])[CH2:23][CH2:24][CH2:25][CH2:26]Cl)=[CH:15][CH:16]=3)[CH2:11][C:10]=2[CH:9]=1)=[O:7].[I-].[K+].[NH:31]1[CH2:36][CH2:35][CH2:34][CH2:33][CH2:32]1>O1CCCC1>[N:31]1([CH2:2][CH2:3][CH2:4][CH2:5][C:6]([C:8]2[CH:21]=[CH:20][C:19]3[O:18][C:17]4[C:12](=[CH:13][C:14]([C:22](=[O:28])[CH2:23][CH2:24][CH2:25][CH2:26][N:31]5[CH2:36][CH2:35][CH2:34][CH2:33][CH2:32]5)=[CH:15][CH:16]=4)[CH2:11][C:10]=3[CH:9]=2)=[O:7])[CH2:36][CH2:35][CH2:34][CH2:33][CH2:32]1 |f:1.2|. Procedure details: A mixture of 30 g. (0.07 mole) of 2,7-bis(5-chlorovaleryl)-xanthene, 2 g of potassium iodide, 100 ml. of piperidine, and 200 ml. of tetrahydrofuran was heated and stirred at 100°C. for 24 hours. After cooling, the tetrahydrofuran was evaporated off and the resulting mixture was poured into water. The resulting solid was filtered off and recrystallized twice from heptane to give the desired product after drying at 80°C. under vacuum. M.P. 129°-130°C. The reactants are CC(=O)O, O=N[O-], COc1cc(OS(C)(=O)=O)ccc1-c1nc2ccc(N)cc2[nH]1, N, [Na+], O. Yields the product COc1cc(OS(C)(=O)=O)ccc1-c1nc2ccc(O)cc2[nH]1. RXN SMILES: [CH3:29][C:30](=[O:31])[OH:32].[N:24](=[O:25])[O-:26].[NH2:1][c:2]1[cH:3][c:4]2[c:5]([n:6][c:7](-[c:9]3[c:10]([O:20][CH3:21])[cH:11][c:12]([O:15][S:16](=[O:17])(=[O:18])[CH3:19])[cH:13][cH:14]3)[nH:8]2)[cH:22][cH:23]1.[NH3:28].[Na+:27].[OH2:33]>>[c:2]1([OH:25])[cH:3][c:4]2[c:5]([n:6][c:7](-[c:9]3[c:10]([O:20][CH3:21])[cH:11][c:12]([O:15][S:16](=[O:17])(=[O:18])[CH3:19])[cH:13][cH:14]3)[nH:8]2)[cH:22][cH:23]1.